From a dataset of the Open Reaction Database (ORD), a public repository of structured organic reaction records. describe an organic reaction: reactants, conditions, products, and yield Reactants: NaBH, oil, O=S(Cl)Cl (SOCl2), ice water, [Li+].CCC[CH2-] (N-Butyllithium), BrC1=NC=C(C=C1)Br (2,5-dibromopyridine), [NH4+].[Cl-] (NH4Cl), CN(C)C=O (DMF). Solvent: CO (MeOH), C(Cl)(Cl)Cl (CHCl3), C1(=CC=CC=C1)C (toluene). Run at temperature -78 celsius, time 2 hour. The product is BrC1=CC=CC(=N1)CCl (6-Bromo-2-(chloromethyl)pyridine). Isolated yield 83.0%. RXN SMILES: [Li+].[CH3:2]CC[CH2-].[Br:6][C:7]1[CH:12]=[CH:11][C:10](Br)=[CH:9]N=1.CN(C=O)C.[NH4+:19].[Cl-:20].O=S(Cl)Cl>C1(C)C=CC=CC=1.C(Cl)(Cl)Cl.CO>[Br:6][C:7]1[N:19]=[C:9]([CH2:2][Cl:20])[CH:10]=[CH:11][CH:12]=1 |f:0.1,4.5|. Procedure: N-Butyllithium (10 mL, 25.32 mmol, 2.5 M solution in hexanes) was added dropwise over a period of 20 min at −78° C. to a degassed solution of 2,5-dibromopyridine (5.0 g, 21.1 mmol) in toluene (250 mL), and the solution was then stirred for 2 h at −78° C. DMF (2.1 mL, 27.43 mmol) was then added dropwise, and the reaction was left at −78° C. for 1 h. MeOH (20 mL) and NaBH (1.60 g, 42.2 mmol) were then added at −78° C., and the reaction mixture was allowed to slowly reach room temperature and stirr...